Dataset: the Open Reaction Database (ORD), a public repository of structured organic reaction records. Task: describe an organic reaction: reactants, conditions, products, and yield Reactants: ClCC=1C(=CC=CC1)CCl (α,α′-dichloro-o-xylene), C(CCCCCCC)(=O)[O-].[Na+] (sodium octanoate). Run in CN(C=O)C (N,N-dimethylformamide). Run at temperature 110 celsius, time 2 hour. Yields the product ClCC=1C(=CC=CC1)CCl (α,α′-dichloro-o-xylene), C(CCCCCCC)(=O)OCC1=C(C=CC=C1)CCl ([2- (chloromethyl)phenyl]methyl octanoate), diester. As a reaction SMILES: [Cl:1][CH2:2][C:3]1[C:4]([CH2:9][Cl:10])=[CH:5][CH:6]=[CH:7][CH:8]=1.[C:11]([O-:20])(=[O:19])[CH2:12][CH2:13][CH2:14][CH2:15][CH2:16][CH2:17][CH3:18].[Na+]>CN(C)C=O>[Cl:1][CH2:2][C:3]1[C:4]([CH2:9][Cl:10])=[CH:5][CH:6]=[CH:7][CH:8]=1.[C:11]([O:20][CH2:2][C:3]1[CH:8]=[CH:7][CH:6]=[CH:5][C:4]=1[CH2:9][Cl:10])(=[O:19])[CH2:12][CH2:13][CH2:14][CH2:15][CH2:16][CH2:17][CH3:18] |f:1.2|. Procedure details: To a glass-made three-necked flask (volume: 500 ml) with a condenser, 133.0 g (759 mmol) of α,α′-dichloro-o-xylene, 13.3 g of N,N-dimethylformamide and 42.2 g (253 mmol) of sodium octanoate (sodium caprylate) were added. After the mixture was heated and stirred at 110° C. for 2 hours, the reaction mixture was analyzed by the gas chromatography. The conversion of α,α′-dichloro-o-xylene, the yield of [2-(chloromethyl)phenyl]methyl octanoate (based on sodium octanoate), and the molar ratio of the [... The reactants are Cc1ccn2cc(CC3CCCCN3C(=O)OC(C)(C)C)nc2n1, O=C1CCC(=O)N1Cl, ClCCl. Product: Cc1ccn2c(Cl)c(CC3CCCCN3C(=O)OC(C)(C)C)nc2n1. RXN SMILES: [CH3:1][c:2]1[n:3][c:4]2[n:5]([cH:6][cH:7]1)[cH:8][c:9]([CH2:11][CH:12]1[N:13]([C:18](=[O:19])[O:20][C:21]([CH3:22])([CH3:23])[CH3:24])[CH2:14][CH2:15][CH2:16][CH2:17]1)[n:10]2.[Cl:25][N:26]1[C:27](=[O:28])[CH2:29][CH2:30][C:31]1=[O:32].[Cl:33][CH2:34][Cl:35]>>[CH3:1][c:2]1[n:3][c:4]2[n:5]([cH:6][cH:7]1)[c:8]([Cl:25])[c:9]([CH2:11][CH:12]1[N:13]([C:18](=[O:19])[O:20][C:21]([CH3:22])([CH3:23])[CH3:24])[CH2:14][CH2:15][CH2:16][CH2:17]1)[n:10]2. The reactants are CCOCC, [Cl-], OB(O)c1cc2ccccc2nc1Cl, [NH4+], O, OO. Yields the product Oc1cc2ccccc2nc1Cl. As a reaction SMILES: [CH3:20][CH2:21][O:22][CH2:23][CH3:24].[Cl-:15].[Cl:1][c:2]1[n:3][c:4]2[cH:5][cH:6][cH:7][cH:8][c:9]2[cH:10][c:11]1[B:12]([OH:13])[OH:14].[NH4+:16].[OH2:17].[OH:18][OH:19]>>[Cl:1][c:2]1[n:3][c:4]2[cH:5][cH:6][cH:7][cH:8][c:9]2[cH:10][c:11]1[OH:17]. The reactants are 3-l, CC1(OCCO1)C=1C=NC=CC1 (3-(2-methyl-1,3-dioxolan-2-yl)pyridine), CI (methyl iodide). Run in C1(=CC=CC=C1)C (toluene). Reaction conditions: time 8 hour. The product is [I-].C[N+]1=CC(=CC=C1)C1(OCCO1)C (1-methyl-3-(2-methyl-1,3-dioxolan-2-yl)pyridinium iodide). Yield: 99.3%. RXN SMILES: [CH3:1][C:2]1([C:7]2[CH:8]=[N:9][CH:10]=[CH:11][CH:12]=2)[O:6][CH2:5][CH2:4][O:3]1.[CH3:13][I:14]>C1(C)C=CC=CC=1>[I-:14].[CH3:13][N+:9]1[CH:10]=[CH:11][CH:12]=[C:7]([C:2]2([CH3:1])[O:3][CH2:4][CH2:5][O:6]2)[CH:8]=1 |f:3.4|. Reported procedure: A 3-l. three-necked flask, equipped with mechanical stirrer, reflux condenser and thermometer was charged under nitrogen with 155 g of 3-(2-methyl-1,3-dioxolan-2-yl)pyridine and 1.2 l of toluene. 272 g of methyl iodide was added. The mixture was stirred and heated at 53° (internal temp.) for 32 hours and then let stand at room temperature overnight. The precipitate was collected by filtration, washed with 500 ml of toluene, 500 ml of hexane and dried (r.t., 0.1 mm, const. weight) to yield 286.2 ... Yields the product CC(c1ccc(F)cc1)N1CCC(CC=O)(c2ccc(F)cc2)OC1=O. The reactants are C=CCC1(c2ccc(F)cc2)CCN(C(C)c2ccc(F)cc2)C(=O)O1, ClCCl, O=[O+][O-], c1ccc(P(c2ccccc2)c2ccccc2)cc1. RXN SMILES: [CH2:4]([CH:5]=[CH2:6])[C:7]1([c:23]2[cH:24][cH:25][c:26]([F:29])[cH:27][cH:28]2)[CH2:8][CH2:9][N:10]([CH:14]([CH3:15])[c:16]2[cH:17][cH:18][c:19]([F:22])[cH:20][cH:21]2)[C:11](=[O:13])[O:12]1.[Cl:49][CH2:50][Cl:51].[O-:1][O+:2]=[O:3].[c:30]1([P:31]([c:32]2[cH:33][cH:34][cH:35][cH:36][cH:37]2)[c:38]2[cH:39][cH:40][cH:41][cH:42][cH:43]2)[cH:44][cH:45][cH:46][cH:47][cH:48]1>>[O:1]=[CH:5][CH2:4][C:7]1([c:23]2[cH:24][cH:25][c:26]([F:29])[cH:27][cH:28]2)[CH2:8][CH2:9][N:10]([CH:14]([CH3:15])[c:16]2[cH:17][cH:18][c:19]([F:22])[cH:20][cH:21]2)[C:11](=[O:13])[O:12]1.